From a dataset of the Open Reaction Database (ORD), a public repository of structured organic reaction records. describe an organic reaction: reactants, conditions, products, and yield The reactants are O (water), ClC1=C(C(=CC(=C1)Cl)I)O (2,4-Dichloro-6-iodo-phenol), COC1=CC=C(C=C1)C#C (4-Methoxyphenylacetylene), PdCl2P(PH3)2. Run in CN(C)C=O.C(C)NCC (DMF Diethylamine). Run at time 1 hour. Product: ClC=1C=C(C2=C(C=C(O2)C2=CC=C(C=C2)OC)C1)Cl (5,7-Dichloro-2-(4-methoxy-phenyl)-benzofuran). Isolated yield 39.6%. RXN SMILES: [Cl:1][C:2]1[CH:7]=[C:6]([Cl:8])[CH:5]=[C:4](I)[C:3]=1[OH:10].[CH3:11][O:12][C:13]1[CH:18]=[CH:17][C:16]([C:19]#[CH:20])=[CH:15][CH:14]=1.O>CN(C=O)C.C(NCC)C>[Cl:8][C:6]1[CH:7]=[C:2]([Cl:1])[C:3]2[O:10][C:19]([C:16]3[CH:17]=[CH:18][C:13]([O:12][CH3:11])=[CH:14][CH:15]=3)=[CH:20][C:4]=2[CH:5]=1 |f:3.4|. Reported procedure: A solution of 2,4-Dichloro-6-iodo-phenol [2040-83-7] (2.0 g, 6.9 mmol), 4-Methoxyphenylacetylene (0.91 g, 6.9 mmol), PdCl2P(PH3)2 (0.15 g), and Cul (50 mg) in DMF/Diethylamine (26 ml) was heated to 60° C. After 1 hr, the reaction was cooled and poured into water which was extracted with EtOAc. The organic layer was dried over MgSO4, filtered and concentrated to give a solid which was triturated with MeOH, filtered to give 85 as a solid (0.80 g, 42%): Mp=1.72–174° C.; 1H NMR (CDCl3) δ 7.82 (d, 2 ... Reactants: BrC=1C=C(N)C=CC1 (3-bromo-aniline), ice water, cannulation, CC(=CC(=O)Cl)C (3,3-dimethylacryloyl chloride). The solvent is C1CCOC1 (THF), C1CCOC1 (THF). Reaction conditions: temperature 0 celsius, time 45 minute. Product: BrC=1C=C(C=CC1)NC(C=C(C)C)=O (N-(3-Bromophenyl)-3,3-dimethylacrylamide). RXN SMILES: [Br:1][C:2]1[CH:3]=[C:4]([CH:6]=[CH:7][CH:8]=1)[NH2:5].[CH3:9][C:10]([CH3:15])=[CH:11][C:12](Cl)=[O:13]>C1COCC1>[Br:1][C:2]1[CH:3]=[C:4]([NH:5][C:12](=[O:13])[CH:11]=[C:10]([CH3:15])[CH3:9])[CH:6]=[CH:7][CH:8]=1. Reported procedure: To a suspension of Nail (4.15 g, 173 mmol, 60% in oil) in 50 ml of THF was cannulated a solution of 20.322 g (118 mmol) of 3-bromo-aniline in 50 ml of THF. The resulting mixture was stirred at 0° C. for 45 min and warmed to room temperature over a period of 15 min. To this solution was added through cannulation 13.123 g (173 mmol) of 3,3-dimethylacryloyl chloride. The mixture was stirred at room temperature for 24 h and thereafter slowly poured into ice water. The resulting mixture was extracted...